This data is from the Open Reaction Database (ORD), a public repository of structured organic reaction records. The task is: describe an organic reaction: reactants, conditions, products, and yield RXN SMILES: [CH:1]1([CH:7]([NH:18][C:19]2[CH:27]=[CH:26][C:22](C(O)=O)=[CH:21][CH:20]=2)[C:8]2[S:16][C:15]3[C:10](=N[CH:12]=[CH:13][CH:14]=3)[C:9]=2[CH3:17])[CH2:6][CH2:5][CH2:4][CH2:3][CH2:2]1.[CH3:28][NH:29][CH2:30][CH2:31][C:32]([O:34][CH2:35][CH3:36])=[O:33].[OH2:37].ON1C2C=CC=C[C:42]=2N=N1.Cl.C(N=C=NCCCN(C)C)C.[Cl-].[NH4+:61]>CN(C)C=O.C(N(CC)CC)C>[CH:1]1([CH:7]([NH:18][C:19]2[CH:27]=[CH:26][C:22]([C:28]([N:29]([CH3:42])[CH2:30][CH2:31][C:32]([O:34][CH2:35][CH3:36])=[O:33])=[O:37])=[CH:21][CH:20]=2)[C:8]2[S:16][C:15]3[C:10](=[N:61][CH:12]=[CH:13][CH:14]=3)[C:9]=2[CH3:17])[CH2:6][CH2:5][CH2:4][CH2:3][CH2:2]1 |f:2.3,4.5,6.7|. The yield is 84.0%. Procedure: To a mixture of 4-{[cyclohexyl(3-methylthieno[3,2-b]pyridin-2-yl)methyl]amino}benzoic acid (300 mg) synthesized in Example A144(5), ethyl 3-(methylamino)propanoate (155 mg), 1-hydroxybenzotriazole monohydrate (181 mg), triethylamine (329 μL) and N,N-dimethylformamide (10 mL) was added 1-ethyl-3-(3-dimethylaminopropyl)carbodiimide hydrochloride (226 mg), and the mixture was stirred at room temperature for 1 day. Saturated aqueous ammonium chloride solution was added to quench the reaction, and th... Yields the product C1(CCCCC1)C(C1=C(C2=NC=CC=C2S1)C)NC1=CC=C(C=C1)C(=O)N(CCC(=O)OCC)C (ethyl 3-{[(4-{[cyclohexyl(3-methylthieno[3,2-b]pyridin-2-yl)methyl]amino}phenyl)carbonyl](methyl)amino}propanoate). Reaction conditions: time 1 day. Run in C(C)N(CC)CC (triethylamine), CN(C=O)C (N,N-dimethylformamide). Starting materials: [Cl-].[NH4+] (ammonium chloride), C1(CCCCC1)C(C1=C(C2=NC=CC=C2S1)C)NC1=CC=C(C(=O)O)C=C1 (4-{[cyclohexyl(3-methylthieno[3,2-b]pyridin-2-yl)methyl]amino}benzoic acid), Cl.C(C)N=C=NCCCN(C)C (1-ethyl-3-(3-dimethylaminopropyl)carbodiimide hydrochloride), CNCCC(=O)OCC (ethyl 3-(methylamino)propanoate), O.ON1N=NC2=C1C=CC=C2 (1-hydroxybenzotriazole monohydrate). Starting materials: ClC=1C=CC(=C(C1)N[C@H]1CC[C@H](CC1)C(=O)NC(C)C)[N+](=O)[O-] (cis-4-(5-chloro-2-nitrophenylamino)-N-isopropylcyclohexanecarboxamide), O.O.[Sn](Cl)Cl (tin(II) chloride dihydrate), N#CBr (cyanogen bromide), NC1=C(C=C(C=C1)Cl)N[C@H]1CC[C@H](CC1)C(=O)NC(C)C (cis-4-(2-amino-5-chlorophenylamino)-N-isopropylcyclohexanecarboxamide). The solvent is CCO (EtOH), C(Cl)Cl (DCM), CCO (EtOH). Run at temperature 80 celsius, time 90 minute. Yields the product NC1=NC2=C(N1[C@H]1CC[C@H](CC1)C(=O)NC(C)C)C=C(C=C2)Cl (cis-4-(2-amino-6-chloro-1H-benzo[d]imidazol-1-yl)-N-isopropylcyclohexanecarboxamide). Isolated yield 123.8%. Reaction SMILES: [Cl:1][C:2]1[CH:3]=[CH:4][C:5]([N+:21]([O-])=O)=[C:6]([NH:8][C@@H:9]2[CH2:14][CH2:13][C@H:12]([C:15]([NH:17][CH:18]([CH3:20])[CH3:19])=[O:16])[CH2:11][CH2:10]2)[CH:7]=1.O.O.[Sn](Cl)Cl.[NH2:29][C:30]1C=CC(Cl)=CC=1N[C@@H]1CC[C@H](C(NC(C)C)=O)CC1.N#CBr>CCO.C(Cl)Cl>[NH2:29][C:30]1[N:8]([C@@H:9]2[CH2:14][CH2:13][C@H:12]([C:15]([NH:17][CH:18]([CH3:20])[CH3:19])=[O:16])[CH2:11][CH2:10]2)[C:6]2[CH:7]=[C:2]([Cl:1])[CH:3]=[CH:4][C:5]=2[N:21]=1 |f:1.2.3|. Reported procedure: To a solution of cis-4-(5-chloro-2-nitrophenylamino)-N-isopropylcyclohexanecarboxamide (2.27 g, 6.68 mmol) in EtOH (66.8 mL) was added tin(II) chloride dihydrate (6.03 g, 26.7 mmol). The reaction was stirred at 80° C. for 90 minutes. The reaction mixture was concentrated, and the residue was partitioned between EtOAc and 1 N aqueous NaOH. The organic layer was dried over anhydrous magnesium sulfate, filtered, and concentrated. The cis-4-(2-amino-5-chlorophenylamino)-N-isopropylcyclohexanecarboxa...